From a dataset of the Open Reaction Database (ORD), a public repository of structured organic reaction records. describe an organic reaction: reactants, conditions, products, and yield The reactants are O=C([O-])[O-], CNC, CN(C)C=O, Cl, [K+], [K+], Nc1ccc(-c2cc(=O)c3c(N)c(F)c(COC(=O)CCl)c(F)c3o2)cc1F, O. Yields the product CN(C)CC(=O)OCc1c(F)c(N)c2c(=O)cc(-c3ccc(N)c(F)c3)oc2c1F. Reaction SMILES: [C:33](=[O:34])([O-:35])[O-:36].[CH3:30][NH:31][CH3:32].[CH3:40][N:41]([CH3:42])[CH:43]=[O:44].[ClH:29].[K+:37].[K+:38].[NH2:1][c:2]1[c:3]([F:28])[c:4]([CH2:22][O:23][C:24]([CH2:25][Cl:26])=[O:27])[c:5]([F:21])[c:6]2[c:7]1[c:8](=[O:20])[cH:9][c:10](-[c:12]1[cH:13][c:14]([F:19])[c:15]([NH2:18])[cH:16][cH:17]1)[o:11]2.[OH2:39]>>[NH2:1][c:2]1[c:3]([F:28])[c:4]([CH2:22][O:23][C:24]([CH2:25][N:31]([CH3:30])[CH3:32])=[O:27])[c:5]([F:21])[c:6]2[c:7]1[c:8](=[O:20])[cH:9][c:10](-[c:12]1[cH:13][c:14]([F:19])[c:15]([NH2:18])[cH:16][cH:17]1)[o:11]2.